The task is: describe an organic reaction: reactants, conditions, products, and yield. This data is from the Open Reaction Database (ORD), a public repository of structured organic reaction records. Reactants: CCCc1nc(C(O)CCC)c(C(N)=O)n1Cc1ccc(-c2ccccc2C(=O)OC(C)(C)C)cc1, Cl, C1COCCO1. The product is CCCc1nc(C(O)CCC)c(C(N)=O)n1Cc1ccc(-c2ccccc2C(=O)O)cc1. As a reaction SMILES: [C:1]([CH3:2])([CH3:3])([CH3:4])[O:5][C:6](=[O:7])[c:8]1[c:9](-[c:14]2[cH:15][cH:16][c:17]([CH2:20][n:21]3[c:22]([CH2:34][CH2:35][CH3:36])[n:23][c:24]([CH:29]([CH2:30][CH2:31][CH3:32])[OH:33])[c:25]3[C:26](=[O:27])[NH2:28])[cH:18][cH:19]2)[cH:10][cH:11][cH:12][cH:13]1.[ClH:37].[O:38]1[CH2:39][CH2:40][O:41][CH2:42][CH2:43]1>>[O:5]=[C:6]([OH:7])[c:8]1[c:9](-[c:14]2[cH:15][cH:16][c:17]([CH2:20][n:21]3[c:22]([CH2:34][CH2:35][CH3:36])[n:23][c:24]([CH:29]([CH2:30][CH2:31][CH3:32])[OH:33])[c:25]3[C:26](=[O:27])[NH2:28])[cH:18][cH:19]2)[cH:10][cH:11][cH:12][cH:13]1. The reactants are C(/C1=CC=CC=C1)=N\C1=C2COC(C2=CC(=C1)Cl)=O ((E)-4-(benzylideneamino)-6-chloroisobenzofuran-1(3H)-one), CN1C(=NC=C1)C=O (1-methyl-1H-imidazole-2-carbaldehyde), [O-]CC.[Na+] (sodium ethoxide). Solvent: C(CC)(=O)OCC (ethyl propionate). Run at time 3 hour. The product is ClC=1C=C(C=2C(C(C(NC2C1)C1=CC=CC=C1)C=1N(C=CN1)C)=O)C(=O)OCC (Ethyl 7-chloro-3-(1-methyl-1H-imidazol-2-yl)-4-oxo-2-phenyl-1,2,3,4-tetrahydroquinoline-5-carboxylate). Isolated yield 15.6%. As a reaction SMILES: [CH:1](=[N:8]/[C:9]1[CH:17]=[C:16]([Cl:18])[CH:15]=[C:14]2[C:10]=1[CH2:11][O:12][C:13]2=[O:19])\[C:2]1[CH:7]=[CH:6][CH:5]=[CH:4][CH:3]=1.[CH3:20][N:21]1[CH:25]=[CH:24][N:23]=[C:22]1[CH:26]=O.[O-:28][CH2:29][CH3:30].[Na+]>C(OCC)(=O)CC>[Cl:18][C:16]1[CH:15]=[C:14]([C:13]([O:12][CH2:11][CH3:10])=[O:19])[C:30]2[C:29](=[O:28])[CH:26]([C:22]3[N:21]([CH3:20])[CH:25]=[CH:24][N:23]=3)[CH:1]([C:2]3[CH:3]=[CH:4][CH:5]=[CH:6][CH:7]=3)[NH:8][C:9]=2[CH:17]=1 |f:2.3|. Procedure: To a solution of (E)-4-(benzylideneamino)-6-chloroisobenzofuran-1(3H)-one (720 mg, 2.66 mmol) and 1-methyl-1H-imidazole-2-carbaldehyde (330 mg, 3 mmol) in ethyl propionate (40 mL) was added sodium ethoxide (650 mg, 9.6 mmol). The mixture was stirred at room temperature for 3 hr. Then the resulting mixture was evaporated under reduced pressure and extracted with ethyl acetate (100 mL×4) and concentrated. The crude product was purified by column chromatography (silica gel, petroleum ether:ethyl ac... The reactants are CCOC(=O)C(C)(C)SCC(NS(=O)C(C)(C)C)c1cc(F)cc(F)c1, CO, Cl. Yields the product CC1(C)SCC(c2cc(F)cc(F)c2)NC1=O. RXN SMILES: [C:1]([S:2](=[O:6])[NH:7][CH:8]([CH2:9][S:10][C:11]([C:12]([O:3][CH2:4][CH3:5])=[O:13])([CH3:17])[CH3:18])[c:19]1[cH:20][c:21]([F:26])[cH:22][c:23]([F:25])[cH:24]1)([CH3:14])([CH3:15])[CH3:16].[CH3:28][OH:29].[ClH:27]>>[NH:7]1[CH:8]([c:19]2[cH:20][c:21]([F:26])[cH:22][c:23]([F:25])[cH:24]2)[CH2:9][S:10][C:11]([CH3:17])([CH3:18])[C:12]1=[O:13]. The reactants are CO, O=C(O)CC(=O)CCl, O=C(O)CS. Yields the product O=C(O)CSCC(=O)CC(=O)O. RXN SMILES: [CH3:14][OH:15].[Cl:6][CH2:7][C:8]([CH2:9][C:10](=[O:11])[OH:12])=[O:13].[SH:1][CH2:2][C:3](=[O:4])[OH:5]>>[S:1]([CH2:2][C:3](=[O:4])[OH:5])[CH2:7][C:8]([CH2:9][C:10](=[O:11])[OH:12])=[O:13]. RXN SMILES: [Br:1][c:2]1[c:3](=[O:10])[n:4]([CH3:9])[c:5](=[O:8])[nH:6][n:7]1.[CH2:11]=[CH:12][C:13]#[N:14].[OH2:21].[cH:15]1[cH:16][cH:17][n:18][cH:19][cH:20]1>>[Br:1][c:2]1[c:3](=[O:10])[n:4]([CH3:9])[c:5](=[O:8])[n:6]([CH2:11][CH2:12][C:13]#[N:14])[n:7]1. The product is Cn1c(=O)c(Br)nn(CCC#N)c1=O. The reactants are Cn1c(=O)[nH]nc(Br)c1=O, C=CC#N, O, c1ccncc1. The reactants are O\N=C(/C(=O)OC(C)(C)C)\C(C)=O (tert-Butyl (Z)-2-(hydroxyimino)-3-oxobutyrate), OC1CCC(CC1)C(=O)OCC1=CC=C(C=C1)[N+](=O)[O-] (4-nitrobenzyl 4-hydroxycyclohexanecarboxylate). The product is [N+](=O)([O-])C1=CC=C(COC(=O)[C@@H]2CC[C@H](CC2)O\N=C(/C(=O)OC(C)(C)C)\C(C)=O)C=C1 (tert-Butyl (Z)-2-(trans-4-(4-nitrobenzyl)oxycarbonylcyclohexyloxyimino)-3-oxobutyrate). Isolated yield 29.0%. RXN SMILES: [OH:1]/[N:2]=[C:3](/[C:11](=[O:13])[CH3:12])\[C:4]([O:6][C:7]([CH3:10])([CH3:9])[CH3:8])=[O:5].O[CH:15]1[CH2:20][CH2:19][CH:18]([C:21]([O:23][CH2:24][C:25]2[CH:30]=[CH:29][C:28]([N+:31]([O-:33])=[O:32])=[CH:27][CH:26]=2)=[O:22])[CH2:17][CH2:16]1>>[N+:31]([C:28]1[CH:27]=[CH:26][C:25]([CH2:24][O:23][C:21]([C@H:18]2[CH2:19][CH2:20][C@H:15]([O:1]/[N:2]=[C:3](/[C:11](=[O:13])[CH3:12])\[C:4]([O:6][C:7]([CH3:9])([CH3:8])[CH3:10])=[O:5])[CH2:16][CH2:17]2)=[O:22])=[CH:30][CH:29]=1)([O-:33])=[O:32]. Procedure details: tert-Butyl (Z)-2-(hydroxyimino)-3-oxobutyrate (7.36 g) was treated with 4-nitrobenzyl 4-hydroxycyclohexanecarboxylate as described in Example 4, Method 3 to give the title compound (5.1 g, 29%) as a gum. νmax (film) 2950, 1740, 1695, and 1525cm-1, δH (CDCl3) 1.53 (9H, s), 1.62 (3H, m), 1.82 (1H, m), 2.14 (4H, m), 2.37 (3H, s), 2.45 (1H, tt, J 3.7 Hz, 10.7 Hz), 4.26 (1H, tt, J 3.8, 9.8 Hz), 5.22 (2H, s), 7.51 (2H, d), and 8.24 (2H, d). δC (CDCl3) 25.2, 26.2, 28.1 (3C), 29.8, 41.6, 64.7, 82.7, 84.... Reactants: NC1=CC(=CC2=C1N(C=N2)C2=CC=CC=C2)C(F)(F)F (7-amino-1-phenyl-5-trifluoromethylbenzimidazole), C(C1=CC=CC=C1)=O (benzaldehyde), C1(=CC=C(C=C1)S(=O)(=O)O)C (p-toluenesulphonic acid), resultant mixture. Solvent: C1(=CC=CC=C1)C (toluene). Yields the product C(C1=CC=CC=C1)=NC1=CC(=CC2=C1N(C=N2)C2=CC=CC=C2)C(F)(F)F (7-(N-benzylideneamino)-1-phenyl-5-trifluoromethylbenzimidazole). Reaction SMILES: [NH2:1][C:2]1[C:7]2[N:8]([C:11]3[CH:16]=[CH:15][CH:14]=[CH:13][CH:12]=3)[CH:9]=[N:10][C:6]=2[CH:5]=[C:4]([C:17]([F:20])([F:19])[F:18])[CH:3]=1.[CH:21](=O)[C:22]1[CH:27]=[CH:26][CH:25]=[CH:24][CH:23]=1.C1(C)C=CC(S(O)(=O)=O)=CC=1>C1(C)C=CC=CC=1>[CH:21](=[N:1][C:2]1[C:7]2[N:8]([C:11]3[CH:16]=[CH:15][CH:14]=[CH:13][CH:12]=3)[CH:9]=[N:10][C:6]=2[CH:5]=[C:4]([C:17]([F:20])([F:19])[F:18])[CH:3]=1)[C:22]1[CH:27]=[CH:26][CH:25]=[CH:24][CH:23]=1. Procedure: To a solution of 7-amino-1-phenyl-5-trifluoromethylbenzimidazole (0.50 g, 1.81 mmol) in anhydrous toluene (10 ml) was added benzaldehyde, p-toluenesulphonic acid (10 mg) and molecular sieves. The resultant mixture was stirred at reflux for 1.5 hours. The molecular sieves were removed by filtration and the filtrate was concentrated under reduced pressure. The concentrate was partitioned between aqueous sodium carbonate (2M) and ethyl acetate. The organic phase was dried and concentrated, and the ...